Dataset: the Open Reaction Database (ORD), a public repository of structured organic reaction records. Task: describe an organic reaction: reactants, conditions, products, and yield Starting materials: C(#N)C1=CC=C(C=C1)C(C=C(N)C)=O (3-(4-cyanophenyl)-1-methyl-3-oxo-1-propenamine), C(C#C)(=O)OC (methyl propiolate). Solvent: CN(C=O)C (dimethylformamide). Reaction conditions: time 24 hour. The product is C(#N)C1=CC=C(C(=O)C=2C=CC(NC2C)=O)C=C1 (5-(4-cyanobenzoyl)-6-methyl-2(1H)-pyridinone). RXN SMILES: [C:1]([C:3]1[CH:8]=[CH:7][C:6]([C:9](=[O:14])[CH:10]=[C:11]([CH3:13])[NH2:12])=[CH:5][CH:4]=1)#[N:2].[C:15](OC)(=[O:18])[C:16]#[CH:17]>CN(C)C=O>[C:1]([C:3]1[CH:4]=[CH:5][C:6]([C:9]([C:10]2[CH:17]=[CH:16][C:15](=[O:18])[NH:12][C:11]=2[CH3:13])=[O:14])=[CH:7][CH:8]=1)#[N:2]. Procedure: was prepared following the procedure described in Example A-2 using 24.3 g of 3-(4-cyanophenyl)-1-methyl-3-oxo-1-propenamine, 12.5 ml of methyl propiolate and 100 ml of dimethylformamide. After a refluxing period of 24 hours, the reaction mixture was cooled whereupon the product precipitated, was collected, washed with ethanol and dried in a vacuum oven at 90° C. There was thus obtained 12.2 g of product, m.p. 267°-269° C., which was recrystallized from dimethylformamide using decolorizing charc... The reactants are [Br-], [Br-], Br, CC#N, COc1ccc(-n2nc(N)cc2-c2ccc(SC)cc2)cc1, O=N[O-], [Na+], [Na+], O, O=S(=O)(O)O. Product: COc1ccc(-n2nc(Br)cc2-c2ccc(SC)cc2)cc1. As a reaction SMILES: [Br-:32].[Br-:34].[BrH:35].[CH3:37][C:38]#[N:39].[CH3:5][O:6][c:7]1[cH:8][cH:9][c:10](-[n:13]2[n:14][c:15]([NH2:26])[cH:16][c:17]2-[c:18]2[cH:19][cH:20][c:21]([S:24][CH3:25])[cH:22][cH:23]2)[cH:11][cH:12]1.[N:1]([O-:2])=[O:3].[Na+:33].[Na+:4].[OH2:36].[S:27](=[O:28])(=[O:29])([OH:30])[OH:31]>>[CH3:5][O:6][c:7]1[cH:8][cH:9][c:10](-[n:13]2[n:14][c:15]([Br:32])[cH:16][c:17]2-[c:18]2[cH:19][cH:20][c:21]([S:24][CH3:25])[cH:22][cH:23]2)[cH:11][cH:12]1. Reactants: [Al+3], COC(=O)c1ccc(Cn2nc(C(C)(C)C)cc2C(C)(C)C)cc1, CCO, [Cl-], [H-], [H-], [H-], [H-], [Li+], [NH4+], C1CCOC1. The product is CC(C)(C)c1cc(C(C)(C)C)n(Cc2ccc(CO)cc2)n1. As a reaction SMILES: [Al+3:26].[C:1]([CH3:2])([CH3:3])([CH3:4])[c:5]1[n:6][n:7]([CH2:14][c:15]2[cH:16][cH:17][c:18]([C:19](=[O:20])[O:21][CH3:22])[cH:23][cH:24]2)[c:8]([C:10]([CH3:11])([CH3:12])[CH3:13])[cH:9]1.[CH3:31][CH2:32][OH:33].[Cl-:34].[H-:25].[H-:28].[H-:29].[H-:30].[Li+:27].[NH4+:35].[O:36]1[CH2:37][CH2:38][CH2:39][CH2:40]1>>[C:1]([CH3:2])([CH3:3])([CH3:4])[c:5]1[n:6][n:7]([CH2:14][c:15]2[cH:16][cH:17][c:18]([CH2:19][OH:20])[cH:23][cH:24]2)[c:8]([C:10]([CH3:11])([CH3:12])[CH3:13])[cH:9]1. Reactants: CC(=O)OC(C)=O, ClCCl, NCc1nc(-c2ccc(C(F)(F)F)cc2)sc1COc1ccc(-c2noc(=O)[nH]2)c(F)c1, O, c1ccncc1. The product is CC(=O)NCc1nc(-c2ccc(C(F)(F)F)cc2)sc1COc1ccc(-c2noc(=O)[nH]2)c(F)c1. RXN SMILES: [CH3:39][C:40](=[O:41])[O:42][C:43](=[O:44])[CH3:45].[Cl:47][CH2:48][Cl:49].[NH2:1][CH2:2][c:3]1[n:4][c:5](-[c:23]2[cH:24][cH:25][c:26]([C:29]([F:30])([F:31])[F:32])[cH:27][cH:28]2)[s:6][c:7]1[CH2:8][O:9][c:10]1[cH:11][c:12]([F:22])[c:13](-[c:16]2[n:17][o:18][c:19](=[O:21])[nH:20]2)[cH:14][cH:15]1.[OH2:46].[cH:33]1[cH:34][cH:35][n:36][cH:37][cH:38]1>>[NH:1]([CH2:2][c:3]1[n:4][c:5](-[c:23]2[cH:24][cH:25][c:26]([C:29]([F:30])([F:31])[F:32])[cH:27][cH:28]2)[s:6][c:7]1[CH2:8][O:9][c:10]1[cH:11][c:12]([F:22])[c:13](-[c:16]2[n:17][o:18][c:19](=[O:21])[nH:20]2)[cH:14][cH:15]1)[C:40]([CH3:39])=[O:41].